The task is: describe an organic reaction: reactants, conditions, products, and yield. This data is from the Open Reaction Database (ORD), a public repository of structured organic reaction records. Starting materials: OC1(CCN(CC1)C)C1=C(C=CC(=C1)C(F)(F)F)CO (4-hydroxy-4-(α-hydroxy-4-trifluoromethyl-2-tolyl)-1-methylpiperidine), Cl (hydrochloric acid). The product is CN1CCC2(CC1)OCC1=CC=C(C=C12)C(F)(F)F (1,3-dihydro-1'-methyl-6-trifluoromethylspiro[isobenzofuran-1,4'-piperidine]). As a reaction SMILES: [OH:1][C:2]1([C:9]2[CH:14]=[C:13]([C:15]([F:18])([F:17])[F:16])[CH:12]=[CH:11][C:10]=2[CH2:19]O)[CH2:7][CH2:6][N:5]([CH3:8])[CH2:4][CH2:3]1.Cl>>[CH3:8][N:5]1[CH2:6][CH2:7][C:2]2([C:9]3[C:10](=[CH:11][CH:12]=[C:13]([C:15]([F:17])([F:18])[F:16])[CH:14]=3)[CH2:19][O:1]2)[CH2:3][CH2:4]1. Procedure: Treatment of 4-hydroxy-4-(α-hydroxy-4-trifluoromethyl-2-tolyl)-1-methylpiperidine with hydrochloric acid by the method described in Example 16d provides 1,3-dihydro-1'-methyl-6-trifluoromethylspiro[isobenzofuran-1,4'-piperidine].